This data is from the Open Reaction Database (ORD), a public repository of structured organic reaction records. The task is: describe an organic reaction: reactants, conditions, products, and yield Starting materials: CC(C)(C)OC(=O)N1CC2OC2C1, CO, [Cl-], [N-]=[N+]=[N-], [NH4+], [Na+], O. Yields the product CC(C)(C)OC(=O)N1CC(N)C(O)C1. As a reaction SMILES: [C:1]([CH3:2])([CH3:3])([CH3:4])[O:5][C:6](=[O:7])[N:8]1[CH2:9][CH:10]2[O:11][CH:12]2[CH2:13]1.[CH3:21][OH:22].[Cl-:14].[N-:17]=[N+:18]=[N-:19].[NH4+:15].[Na+:16].[OH2:20]>>[C:1]([CH3:2])([CH3:3])([CH3:4])[O:5][C:6](=[O:7])[N:8]1[CH2:9][CH:10]([NH2:17])[CH:12]([OH:11])[CH2:13]1.